Dataset: the Open Reaction Database (ORD), a public repository of structured organic reaction records. Task: describe an organic reaction: reactants, conditions, products, and yield The reactants are OCCBr, O=C([O-])[O-], CN(C)C=O, CC(=O)c1cc(F)ccc1O, [I-], [K+], [K+], [Na+]. Product: CC(=O)c1cc(F)ccc1OCCO. Reaction SMILES: [Br:12][CH2:13][CH2:14][OH:15].[C:16](=[O:17])([O-:18])[O-:19].[CH3:24][N:25]([CH3:26])[CH:27]=[O:28].[F:1][c:2]1[cH:3][cH:4][c:5]([OH:11])[c:6]([C:8]([CH3:9])=[O:10])[cH:7]1.[I-:23].[K+:20].[K+:21].[Na+:22]>>[F:1][c:2]1[cH:3][cH:4][c:5]([O:11][CH2:13][CH2:14][OH:15])[c:6]([C:8]([CH3:9])=[O:10])[cH:7]1.